From a dataset of the Open Reaction Database (ORD), a public repository of structured organic reaction records. describe an organic reaction: reactants, conditions, products, and yield Reactants: ClC1=NC(=C2N=CN(C2=N1)C1C=CCCC1)N (2-chloro-9-(2-cyclohexenyl)-9H-adenine), sodium n-propoxide, C(CC)O (n-propanol), alkoxide, ice water. Yields the product C1(C=CCCC1)N1C2=NC(=NC(=C2N=C1)N)OCCC (9 -(2-Cyclohexenyl)-2-n-propoxy-9H-adenine). The yield is 90.0%. As a reaction SMILES: Cl[C:2]1[N:10]=[C:9]2[C:5]([N:6]=[CH:7][N:8]2[CH:11]2[CH2:16][CH2:15][CH2:14][CH:13]=[CH:12]2)=[C:4]([NH2:17])[N:3]=1.[CH2:18]([OH:21])[CH2:19][CH3:20]>>[CH:11]1([N:8]2[CH:7]=[N:6][C:5]3[C:9]2=[N:10][C:2]([O:21][CH2:18][CH2:19][CH3:20])=[N:3][C:4]=3[NH2:17])[CH2:16][CH2:15][CH2:14][CH:13]=[CH:12]1. Procedure: A solution of 2.4 g. (9.2 mmoles) of 2-chloro-9-(2-cyclohexenyl)-9H-adenine in 60 ml. of 1 N sodium n-propoxide in n-propanol was heated at reflux overnight under a nitrogen atmosphere. The reaction mixture was poured into ice-water containing sufficient acetic acid to neutralize the excess alkoxide. The mixture was evaporated in vacuo. The residue was dissolved into CHCl3 with stirring. The CHCl3 extracts were washed with water, dried with Na2SO4 and evaporated to give 2.35 g. (90%) of title pr... Reactants: C(C)OC(C(CC1=CC=C(C=C1)CCN(CCCCCCC)C(=O)OC(C)(C)C)O)=O (3-{4-[2-(tert-butoxycarbonyl-heptyl-amino)-ethyl]-phenyl}-2-hydroxy-propionic acid ethyl ester), C1(=CC=CC=C1)O (phenol), ethyl and methyl ester. Yields the product C(C)OC(C(CC1=CC=C(C=C1)CCN(CCCCCCC)C(=O)OC(C)(C)C)OC1=CC=CC=C1)=O (3-{4-[2-(tert-Butoxycarbonyl-heptyl-amino)-ethyl]-phenyl}-2-phenoxy-propionic acid ethyl ester). As a reaction SMILES: [CH2:1]([O:3][C:4](=[O:31])[CH:5]([OH:30])[CH2:6][C:7]1[CH:12]=[CH:11][C:10]([CH2:13][CH2:14][N:15]([C:23]([O:25][C:26]([CH3:29])([CH3:28])[CH3:27])=[O:24])[CH2:16][CH2:17][CH2:18][CH2:19][CH2:20][CH2:21][CH3:22])=[CH:9][CH:8]=1)[CH3:2].[C:32]1(O)[CH:37]=[CH:36][CH:35]=[CH:34][CH:33]=1>>[CH2:1]([O:3][C:4](=[O:31])[CH:5]([O:30][C:32]1[CH:37]=[CH:36][CH:35]=[CH:34][CH:33]=1)[CH2:6][C:7]1[CH:12]=[CH:11][C:10]([CH2:13][CH2:14][N:15]([C:23]([O:25][C:26]([CH3:29])([CH3:28])[CH3:27])=[O:24])[CH2:16][CH2:17][CH2:18][CH2:19][CH2:20][CH2:21][CH3:22])=[CH:9][CH:8]=1)[CH3:2]. Procedure: Synthesized from 3-{4-[2-(tert-butoxycarbonyl-heptyl-amino)-ethyl]-phenyl}-2-hydroxy-propionic acid ethyl ester using a procedure analogous to that used for Example 50 and substituting phenol as the nucleophile to give an approximate 1:1 mixture of ethyl and methyl ester as a clear film (35 mg, 61%). Starting materials: BrC1=C(C=C(C=C1CO)N(S(=O)(=O)C)C1=CC2=C(C(=C(O2)C2=CC=C(C=C2)F)C(=O)NC)C=C1C1CC1)Cl (6-(N-(4-bromo-3-chloro-5-(hydroxymethyl)phenyl)methylsulfonamido)-5-cyclopropyl-2-(4-fluorophenyl)-N-methylbenzofuran-3-carboxamide), CCN(C(C)C)C(C)C (DIEA), O (water), C(OC)Cl (MOM-Cl). Solvent: CCCCCC (hexane), C1CCOC1 (THF), CCOC(=O)C (EtOAc), CCOC(=O)C (EtOAc). Conditions: temperature 50 celsius. The product is BrC1=C(C=C(C=C1COCOC)N(S(=O)(=O)C)C1=CC2=C(C(=C(O2)C2=CC=C(C=C2)F)C(=O)NC)C=C1C1CC1)Cl (6-(N-(4-bromo-3-chloro-5-((methoxymethoxy)methyl)phenyl)methylsulfonamido)-5-cyclopropyl-2-(4-fluorophenyl)-N-methylbenzofuran-3-carboxamide). Yield: 68.3%. RXN SMILES: [Br:1][C:2]1[C:7]([CH2:8][OH:9])=[CH:6][C:5]([N:10]([C:15]2[C:34]([CH:35]3[CH2:37][CH2:36]3)=[CH:33][C:18]3[C:19]([C:29]([NH:31][CH3:32])=[O:30])=[C:20]([C:22]4[CH:27]=[CH:26][C:25]([F:28])=[CH:24][CH:23]=4)[O:21][C:17]=3[CH:16]=2)[S:11]([CH3:14])(=[O:13])=[O:12])=[CH:4][C:3]=1[Cl:38].CCN(C(C)C)C(C)C.[CH2:48](Cl)[O:49][CH3:50].O>C1COCC1.CCOC(C)=O.CCCCCC>[Br:1][C:2]1[C:7]([CH2:8][O:9][CH2:48][O:49][CH3:50])=[CH:6][C:5]([N:10]([C:15]2[C:34]([CH:35]3[CH2:37][CH2:36]3)=[CH:33][C:18]3[C:19]([C:29]([NH:31][CH3:32])=[O:30])=[C:20]([C:22]4[CH:23]=[CH:24][C:25]([F:28])=[CH:26][CH:27]=4)[O:21][C:17]=3[CH:16]=2)[S:11]([CH3:14])(=[O:13])=[O:12])=[CH:4][C:3]=1[Cl:38]. Reported procedure: A solution of 50.0 g (80.0 mmol) of crude 6-(N-(4-bromo-3-chloro-5-(hydroxymethyl)phenyl)methylsulfonamido)-5-cyclopropyl-2-(4-fluorophenyl)-N-methylbenzofuran-3-carboxamide in 500 mL of THF was treated with 42.1 mL (241 mmol) of DIEA followed by 15.3 mL (201 mmol) of MOM-Cl and the resulting solution was heated to 50° C. with stirring. After 18 hours LCMS indicated complete reaction. The solution was cooled to RT and diluted with 600 mL of EtOAc followed by 600 mL of water. After stirring vigor... The reactants are C1(=CC=CC=C1)C=CC(C)=O (4-phenyl-3 -buten-2-one), [Se](O)(O)=O (selenous acid), O1CCOCC1 (dioxane). Run in O (water). Yields the product C(=CC1=CC=CC=C1)C(=O)C=O (styrylglyoxal). Reaction SMILES: [C:1]1([CH:7]=[CH:8][C:9](=[O:11])[CH3:10])[CH:6]=[CH:5][CH:4]=[CH:3][CH:2]=1.[Se](=O)(O)[OH:13].O1CCOCC1>O>[CH:8]([C:9]([CH:10]=[O:13])=[O:11])=[CH:7][C:1]1[CH:6]=[CH:5][CH:4]=[CH:3][CH:2]=1. Procedure: A solution containing 100 parts of 4-phenyl-3 -buten-2-one, 106 parts of selenous acid, 160 parts of dioxane and 20 parts of water is heated to the reflux temperature. After the initial vigorous reaction has subsided, the mixture is heated at that temperature for an additional 30 minutes. The supernatant is then decanted from the metallic selenium and is concentrated under reduced pressure. Distillation of the residue under reduced pressure affords, as a yellow oil, styrylglyoxal, boiling at abo... Reactants: O1NC(NC(C1)=S)=O (6H-1,2,4-oxadiazin-3(2H)-one-5(4H)-thione), N1CCOCC1 (morpholine). Reaction SMILES: [O:1]1[CH2:6][C:5](=S)[NH:4][C:3](=[O:8])[NH:2]1.[NH:9]1[CH2:14][CH2:13][O:12][CH2:11][CH2:10]1>>[N:9]1([C:5]2[CH2:6][O:1][NH:2][C:3](=[O:8])[N:4]=2)[CH2:14][CH2:13][O:12][CH2:11][CH2:10]1. Yields the product N1(CCOCC1)C1=NC(NOC1)=O (5-(4-morpholinyl)-6H-1,2,4-oxadiazin-3(2H)-one). The yield is 73.0%. Procedure: To a solution of 0.5 g (0.0037 mole) of 6H-1,2,4-oxadiazin-3(2H)-one-5(4H)-thione dissolved in 10 ml of dry freshly distilled dioxane is added 0.34 g (0.0039 mole) of morpholine. After stirring at room temperature for 17 hours, the solution is filtered, washed with chloroform and dried to give a yield of 0.5 g (74 percent) of 5-(4-morpholinyl)-6H-1,2,4-oxadiazin-3(2H)-one. Reaction conditions: time 17 hour. The reactants are CC(=O)Cl, Cl, NC(CCC(=O)O)C(F)F, [Na+], C1COCCO1, [OH-]. Yields the product CC(=O)NC(CCC(=O)O)C(F)F. As a reaction SMILES: [CH3:11][C:12]([Cl:13])=[O:14].[ClH:15].[NH2:1][CH:2]([CH2:3][CH2:4][C:5](=[O:6])[OH:7])[CH:8]([F:9])[F:10].[Na+:17].[O:18]1[CH2:19][CH2:20][O:21][CH2:22][CH2:23]1.[OH-:16]>>[NH:1]([CH:2]([CH2:3][CH2:4][C:5](=[O:6])[OH:7])[CH:8]([F:9])[F:10])[C:12]([CH3:11])=[O:14]. Reactants: ClC1=CC(=C(C=C1)C=1N=CC(=NC1)N)F (5-(4-chloro-2-fluorophenyl)pyrazin-2-amine), C(C)(C)(C)NS(=O)(=O)C1=C(C=CC=C1)B(O)O ((2-(N-(tert-butyl)sulfamoyl)phenyl)boronic acid), [O-]P(=O)([O-])[O-].[K+].[K+].[K+] (K3PO4), C (charcoal), N#N (N2). The reagents and catalysts are CC(C)C1=CC(=C(C(=C1)C(C)C)C2=CC(=CC=C2)P(C3CCCCC3)C4CCCCC4)C(C)C.C1=CC=C([C-]=C1)C2=CC=CC=C2N.Cl[Pd+] (chloro(2-dicyclohexylphosphino-2′,4′,6′-triisopropyl-1,1′-biphenyl)[2-(2′-amino-1,1′-biphenyl)]palladium(II)). Run in CC(=O)N(C)C (DMA). Conditions: time 15 hour. Yields the product NC=1N=CC(=NC1)C1=C(C=C(C=C1)C=1C(=CC=CC1)S(=O)(=O)NC(C)(C)C)F (4′-(5-Aminopyrazin-2-yl)-N-(tert-butyl)-3′-fluoro-[1,1′-biphenyl]-2-sulfonamide). Isolated yield 81.0%. Reaction SMILES: Cl[C:2]1[CH:7]=[CH:6][C:5]([C:8]2[N:9]=[CH:10][C:11]([NH2:14])=[N:12][CH:13]=2)=[C:4]([F:15])[CH:3]=1.[C:16]([NH:20][S:21]([C:24]1[CH:29]=[CH:28][CH:27]=[CH:26][C:25]=1B(O)O)(=[O:23])=[O:22])([CH3:19])([CH3:18])[CH3:17].N#N.[O-]P([O-])([O-])=O.[K+].[K+].[K+].C>CC(N(C)C)=O.CC(C1C=C(C(C)C)C(C2C=CC=C(P(C3CCCCC3)C3CCCCC3)C=2)=C(C(C)C)C=1)C.C1C=[C-]C(C2C(N)=CC=CC=2)=CC=1.Cl[Pd+]>[NH2:14][C:11]1[N:12]=[CH:13][C:8]([C:5]2[CH:6]=[CH:7][C:2]([C:25]3[C:24]([S:21]([NH:20][C:16]([CH3:19])([CH3:18])[CH3:17])(=[O:22])=[O:23])=[CH:29][CH:28]=[CH:27][CH:26]=3)=[CH:3][C:4]=2[F:15])=[N:9][CH:10]=1 |f:3.4.5.6,9.10.11|. Procedure: To a nitrogen flushed flask containing 5-(4-chloro-2-fluorophenyl)pyrazin-2-amine (82.8 g, 370 mmol), (2-(N-(tert-butyl)sulfamoyl)phenyl)boronic acid (100.0 g, 388.9 mmol), and chloro(2-dicyclohexylphosphino-2′,4′,6′-triisopropyl-1,1′-biphenyl)[2-(2′-amino-1,1′-biphenyl)]palladium(II) (5.83 g, 7.41 mmol) were added N2 sparged THF (926 mL) and sparged 0.5 M K3PO4(aq) (1.65 L, 825 mmol). The mixture was stirred for 15 hours at room temperature. The layers were separated and the organic layer was w...